From a dataset of the Open Reaction Database (ORD), a public repository of structured organic reaction records. describe an organic reaction: reactants, conditions, products, and yield The reactants are COCCN1CC(c2ccccc2)N=C1C, [Na+], [OH-]. As a reaction SMILES: [CH3:1][O:2][CH2:3][CH2:4][N:5]1[C:6]([CH3:16])=[N:7][CH:8]([c:10]2[cH:11][cH:12][cH:13][cH:14][cH:15]2)[CH2:9]1.[Na+:18].[OH-:17]>>[CH3:1][O:2][CH2:3][CH2:4][NH:5][CH2:9][CH:8]([NH2:7])[c:10]1[cH:11][cH:12][cH:13][cH:14][cH:15]1. The product is COCCNCC(N)c1ccccc1. The product is COC(=O)COc1ccc(SCCCC(=O)c2ccc(Cl)cc2)c2c1CCC2. Reactants: O=C([O-])[O-], COC(=O)COc1ccc(S)c2c1CCC2, CCOCC, CC#N, O=C(CCCCl)c1ccc(Cl)cc1, [Cs+], [Cs+]. As a reaction SMILES: [C:30](=[O:31])([O-:32])[O-:33].[CH3:1][O:2][C:3]([CH2:4][O:5][c:6]1[c:7]2[c:11]([c:12]([SH:15])[cH:13][cH:14]1)[CH2:10][CH2:9][CH2:8]2)=[O:16].[CH3:36][CH2:37][O:38][CH2:39][CH3:40].[CH3:41][C:42]#[N:43].[Cl:17][CH2:18][CH2:19][CH2:20][C:21](=[O:22])[c:23]1[cH:24][cH:25][c:26]([Cl:29])[cH:27][cH:28]1.[Cs+:34].[Cs+:35]>>[CH3:1][O:2][C:3]([CH2:4][O:5][c:6]1[c:7]2[c:11]([c:12]([S:15][CH2:18][CH2:19][CH2:20][C:21](=[O:22])[c:23]3[cH:24][cH:25][c:26]([Cl:29])[cH:27][cH:28]3)[cH:13][cH:14]1)[CH2:10][CH2:9][CH2:8]2)=[O:16]. Starting materials: CCOC(=O)c1cc(C(C)C)oc1C, [Na+], [OH-]. Yields the product Cc1oc(C(C)C)cc1C(=O)O. As a reaction SMILES: [CH:1]([CH3:2])([CH3:3])[c:4]1[cH:5][c:6]([C:10](=[O:11])[O:12][CH2:13][CH3:14])[c:7]([CH3:9])[o:8]1.[Na+:16].[OH-:15]>>[CH:1]([CH3:2])([CH3:3])[c:4]1[cH:5][c:6]([C:10](=[O:11])[OH:12])[c:7]([CH3:9])[o:8]1.